This data is from the Open Reaction Database (ORD), a public repository of structured organic reaction records. The task is: describe an organic reaction: reactants, conditions, products, and yield Starting materials: Example 1 ( 4 ), C1(CCCCC1)C=1OC(=CC1C(C)OC1=CC=C(C(=O)O)C=C1)C1=CC=C(C=C1)C(F)(F)F (4-(1-{2-cyclohexyl-5-[4-(trifluoromethyl)phenyl]-3-furyl}ethoxy)benzoic acid), CNCCC(=O)OCC (ethyl 3-(methylamino)propanoate). Yields the product C1(CCCCC1)C=1OC(=CC1C(C)OC1=CC=C(C(=O)N(CCC(=O)O)C)C=C1)C1=CC=C(C=C1)C(F)(F)F (3-{[4-(1-{2-cyclohexyl-5-[4-(trifluoromethyl)phenyl]-3-furyl}ethoxy)benzoyl](methyl)amino}propanoic acid). Yield: 84.3%. RXN SMILES: [CH:1]1([C:7]2[O:8][C:9]([C:24]3[CH:29]=[CH:28][C:27]([C:30]([F:33])([F:32])[F:31])=[CH:26][CH:25]=3)=[CH:10][C:11]=2[CH:12]([O:14][C:15]2[CH:23]=[CH:22][C:18]([C:19](O)=[O:20])=[CH:17][CH:16]=2)[CH3:13])[CH2:6][CH2:5][CH2:4][CH2:3][CH2:2]1.[CH3:34][NH:35][CH2:36][CH2:37][C:38]([O:40]CC)=[O:39]>>[CH:1]1([C:7]2[O:8][C:9]([C:24]3[CH:29]=[CH:28][C:27]([C:30]([F:33])([F:31])[F:32])=[CH:26][CH:25]=3)=[CH:10][C:11]=2[CH:12]([O:14][C:15]2[CH:23]=[CH:22][C:18]([C:19]([N:35]([CH3:34])[CH2:36][CH2:37][C:38]([OH:40])=[O:39])=[O:20])=[CH:17][CH:16]=2)[CH3:13])[CH2:6][CH2:5][CH2:4][CH2:3][CH2:2]1. Procedure: An operation similar to that in Example 1 (4) was performed using 4-(1-{2-cyclohexyl-5-[4-(trifluoromethyl)phenyl]-3-furyl}ethoxy)benzoic acid (138 mg) as well as ethyl 3-(methylamino)propanoate (47 mg) to give the title compound (138 mg, 84%) as an amorphous compound. The reactants are CC(C)(C)[O-].[K+] (KOtBu), C(C1=CC=CC=C1)OC=1C=C2C=CNC2=CC1 (5-Benzyloxyindole), BrCCCCCCCC (1-bromooctane). The solvent is C1CCOC1 (THF), C1CCOC1 (THF). Conditions: time 3 hour. Yields the product C(CCCCCCC)N1C=CC2=CC(=CC=C12)OCC1=CC=CC=C1 (N-octyl-5-benzyloxyindole). Reaction SMILES: [CH2:1]([O:8][C:9]1[CH:10]=[C:11]2[C:15](=[CH:16][CH:17]=1)[NH:14][CH:13]=[CH:12]2)[C:2]1[CH:7]=[CH:6][CH:5]=[CH:4][CH:3]=1.CC([O-])(C)C.[K+].Br[CH2:25][CH2:26][CH2:27][CH2:28][CH2:29][CH2:30][CH2:31][CH3:32]>C1COCC1>[CH2:25]([N:14]1[C:15]2[C:11](=[CH:10][C:9]([O:8][CH2:1][C:2]3[CH:3]=[CH:4][CH:5]=[CH:6][CH:7]=3)=[CH:17][CH:16]=2)[CH:12]=[CH:13]1)[CH2:26][CH2:27][CH2:28][CH2:29][CH2:30][CH2:31][CH3:32] |f:1.2|. Procedure details: N-Octyl-5-benzyloxyindole was prepared by general method A. 5-Benzyloxyindole (500 mg, 2.24 mmol) was dissolved in THF (20 mL) and treated with 1M KOtBu in THF (3.81 mL, 3.8 mmol). After stirring for 3 hours, 1-bromooctane (0.39 mL, 2.24 mmol) was added and the reaction mixture was stirred for an additional 24 hrs. Standard aqueous workup and purification by silica gel chromatography, eluting with 3:1 hexane/ethyl acetate, provided N-octyl-5-benzyloxyindole. 1H NMR (200 MHz, CDCl3) δ 7.68 (m, 7H... Procedure: The procedure of Example 1 is repeated using 6.10 g (29 mmole) of N,N-dibenzylhydroxylamine and 10.0 g (29 mmole) of N-n-octadecylmaleimide. The residue is purified by preparative HPLC (Silica gel: 9:1 heptane:ethyl acetate eluent) to give 8.0 g (49%) of a waxy solid. RXN SMILES: [CH2:1]([N:8]([CH2:10][C:11]1[CH:16]=[CH:15][CH:14]=[CH:13][CH:12]=1)[OH:9])[C:2]1[CH:7]=[CH:6][CH:5]=[CH:4][CH:3]=1.[CH2:17]([N:35]1[C:39](=[O:40])[CH:38]=[CH:37][C:36]1=[O:41])[CH2:18][CH2:19][CH2:20][CH2:21][CH2:22][CH2:23][CH2:24][CH2:25][CH2:26][CH2:27][CH2:28][CH2:29][CH2:30][CH2:31][CH2:32][CH2:33][CH3:34]>>[CH2:17]([N:35]1[C:36](=[O:41])[CH2:37][CH:38]([O:9][N:8]([CH2:1][C:2]2[CH:3]=[CH:4][CH:5]=[CH:6][CH:7]=2)[CH2:10][C:11]2[CH:16]=[CH:15][CH:14]=[CH:13][CH:12]=2)[C:39]1=[O:40])[CH2:18][CH2:19][CH2:20][CH2:21][CH2:22][CH2:23][CH2:24][CH2:25][CH2:26][CH2:27][CH2:28][CH2:29][CH2:30][CH2:31][CH2:32][CH2:33][CH3:34]. The product is C(CCCCCCCCCCCCCCCCC)N1C(C(CC1=O)ON(CC1=CC=CC=C1)CC1=CC=CC=C1)=O (N-n-Octadecyl-3-[(N,N-dibenzylamino)oxy]pyrrolidine-2,5-dione). Reactants: C(C1=CC=CC=C1)N(O)CC1=CC=CC=C1 (N,N-dibenzylhydroxylamine), C(CCCCCCCCCCCCCCCCC)N1C(C=CC1=O)=O (N-n-octadecylmaleimide). Starting materials: ClC=1C=C2C(N(C(NC2=CC1)=O)CC(F)(F)F)(C1=CC=C(C=C1)Br)CC (6-chloro-4-ethyl-4-(4-bromophenyl)-3-(2,2,2-trifluoroethyl)-3,4-dihydroquinazolin-2(1H)-one), [Cu]C#N (copper(I) cyanide). Solvent: CN(C)C=O (DMF). Conditions: temperature 200 celsius. Product: ClC=1C=C2C(N(C(NC2=CC1)=O)CC(F)(F)F)(C1=CC=C(C=C1)C#N)CC (6-chloro-4-ethyl-4-(4-cyanophenyl)-3-(2,2,2-trifluoroethyl)-3,4-dihydroquinazolin-2(1H)-one). As a reaction SMILES: [Cl:1][C:2]1[CH:3]=[C:4]2[C:9](=[CH:10][CH:11]=1)[NH:8][C:7](=[O:12])[N:6]([CH2:13][C:14]([F:17])([F:16])[F:15])[C:5]2([CH2:25][CH3:26])[C:18]1[CH:23]=[CH:22][C:21](Br)=[CH:20][CH:19]=1.[Cu][C:28]#[N:29]>CN(C=O)C>[Cl:1][C:2]1[CH:3]=[C:4]2[C:9](=[CH:10][CH:11]=1)[NH:8][C:7](=[O:12])[N:6]([CH2:13][C:14]([F:17])([F:16])[F:15])[C:5]2([CH2:25][CH3:26])[C:18]1[CH:23]=[CH:22][C:21]([C:28]#[N:29])=[CH:20][CH:19]=1. Procedure: To a solution of 0.062 g (0.14 mmol) 6-chloro-4-ethyl-4-(4-bromophenyl)-3-(2,2,2-trifluoroethyl)-3,4-dihydroquinazolin-2(1H)-one in 1 mL DMF was added 0.015 g (0.17 mmol) copper(I) cyanide and the mixture heated in a sealed tube at 200° C. for 2 hours. After cooling to room temperature, the mixture was filtered and the resulting DMF solution purified by preperative reverse phase chromatography (linear gradient 5 to 95% CH3CN/H2O over 30 min, 0.05% added TFA, C18 SunFire 19×150 mm) to provide 6-c... The reactants are CO, O, O=C(O)Cc1ccccc1O, O=S(=O)(O)O. Yields the product COC(=O)Cc1ccccc1O. As a reaction SMILES: [CH3:12][OH:13].[OH2:19].[OH:1][c:2]1[c:3]([CH2:8][C:9](=[O:10])[OH:11])[cH:4][cH:5][cH:6][cH:7]1.[S:14](=[O:15])(=[O:16])([OH:17])[OH:18]>>[OH:1][c:2]1[c:3]([CH2:8][C:9](=[O:10])[O:11][CH3:12])[cH:4][cH:5][cH:6][cH:7]1. Reactants: FC=1C=C(C=CC1)C(CC(C(=O)OCC)=O)=O (ethyl 4-(3-fluorophenyl)-2,4-dioxobutanoate), Cl.NO (hydroxylamine hydrogen chloride). Run in CCO (EtOH). Conditions: temperature 80 celsius, time 1 hour. Product: FC=1C=C(C=CC1)C1=CC(=NO1)C(=O)OCC (ethyl 5-(3-fluorophenyl)isoxazole-3-carboxylate). The yield is 87.1%. RXN SMILES: [F:1][C:2]1[CH:3]=[C:4]([C:8](=[O:17])[CH2:9][C:10](=O)[C:11]([O:13][CH2:14][CH3:15])=[O:12])[CH:5]=[CH:6][CH:7]=1.Cl.[NH2:19]O>CCO>[F:1][C:2]1[CH:3]=[C:4]([C:8]2[O:17][N:19]=[C:10]([C:11]([O:13][CH2:14][CH3:15])=[O:12])[CH:9]=2)[CH:5]=[CH:6][CH:7]=1 |f:1.2|. Reported procedure: To a solution of ethyl 4-(3-fluorophenyl)-2,4-dioxobutanoate (30.0 g, 126 mmol) in EtOH (300 mL) was added hydroxylamine hydrogen chloride (17 g, 252 mmol). The mixture was stirred at 80° C. for 1 h. The mixture was concentrated to 80 mL and diluted with H2O (100 mL). The precipitate was filtered and washed with H2O to give ethyl 5-(3-fluorophenyl)isoxazole-3-carboxylate (25.8 g, 87%). LRMS (M+H+) m/z 236.0. Starting materials: BrC=1C=C2C(CN(C2=CC1S(=O)(=O)CC)C(C)=O)(C)C (1-(5-bromo-6-ethanesulfonyl-3,3-dimethyl-2,3-dihydro-indol-1-yl)-ethanone), [NH4+].[Cl-] (NH4Cl). The reagents and catalysts are [Zn] (zinc). Solvent: C1CCOC1 (THF). Conditions: time 3 day. Product: C(C)S(=O)(=O)C1=CC=C2C(CN(C2=C1)C(C)=O)(C)C (1-(6-Ethanesulfonyl-3,3-dimethyl-2,3-dihydro-indol-1-yl)-ethanone). The yield is 92.4%. Reaction SMILES: Br[C:2]1[CH:3]=[C:4]2[C:8](=[CH:9][C:10]=1[S:11]([CH2:14][CH3:15])(=[O:13])=[O:12])[N:7]([C:16](=[O:18])[CH3:17])[CH2:6][C:5]2([CH3:20])[CH3:19].[NH4+].[Cl-]>C1COCC1.[Zn]>[CH2:14]([S:11]([C:10]1[CH:9]=[C:8]2[C:4]([C:5]([CH3:19])([CH3:20])[CH2:6][N:7]2[C:16](=[O:18])[CH3:17])=[CH:3][CH:2]=1)(=[O:12])=[O:13])[CH3:15] |f:1.2|. Procedure details: To a solution of 1-(5-bromo-6-ethanesulfonyl-3,3-dimethyl-2,3-dihydro-indol-1-yl)-ethanone (180 mg, 0.5 mmol) in THF (5 mL) containing saturated aqueous NH4Cl (1 mL), zinc dust (325 mg, 5 mmol) was added. The suspension was stirred at room temperature for 3 days and then partitioned between water and EtOAc. The aqueous phase was extracted twice with EtOAc. The organic extracts were filtered through a plug of Celite and the filtrate was evaporated in vacuo to give the title compound (130 mg) as a...